This data is from the Open Reaction Database (ORD), a public repository of structured organic reaction records. The task is: describe an organic reaction: reactants, conditions, products, and yield Starting materials: BrC1=CC2=C(C=CO2)C=C1 (6-bromo-benzofuran), C(C=C)(=O)OCC (ethyl acrylate), C1(=C(C=CC=C1)P(C1=C(C=CC=C1)C)C1=C(C=CC=C1)C)C (tri-o-tolylphosphine), C(C)(=O)[O-].[Na+] (sodium acetate). Reagents/catalysts: CC(=O)[O-].CC(=O)[O-].[Pd+2] (Pd(OAc)2). Solvent: CN(C)C=O (DMF), O (water). Run at temperature 100 celsius. The product is C(C)OC(C=CC1=CC2=C(C=CO2)C=C1)=O (3-(Benzofuran-6-yl)-acrylic acid ethyl ester). Reaction SMILES: Br[C:2]1[CH:10]=[CH:9][C:5]2[CH:6]=[CH:7][O:8][C:4]=2[CH:3]=1.[C:11]([O:15][CH2:16][CH3:17])(=[O:14])[CH:12]=[CH2:13].C1(C)C=CC=CC=1P(C1C=CC=CC=1C)C1C=CC=CC=1C.C([O-])(=O)C.[Na+]>CN(C=O)C.O.CC([O-])=O.CC([O-])=O.[Pd+2]>[CH2:16]([O:15][C:11](=[O:14])[CH:12]=[CH:13][C:2]1[CH:10]=[CH:9][C:5]2[CH:6]=[CH:7][O:8][C:4]=2[CH:3]=1)[CH3:17] |f:3.4,7.8.9|. Procedure: A mixture of the 6-bromo-benzofuran 3-3 (1.74 g, 8.79 mmol), ethyl acrylate (1.09 g, 10.98 mmol), Pd(OAc)2 (0.099 g, 0.44 mmol), tri-o-tolylphosphine (0.268 g, 0.880 mmol), and sodium acetate (3.60 g, 43.9 mmol) in DMF (10 mL) was heated to 100° C. in a sealed tube for 4 h. The mixture was cooled to room temperature, diluted with water, and extracted with Et2O (2×40 mL). The combined organic extracts were washed with brine (30 mL), dried over MgSO4, filtered, and concentrated. The residue was pu... Reactants: N1(CCNCC1)C1=CC=C(C=C1)C(C)=O (4′-piperazino-acetophenone), FC1=C(C(=O)O)C=C(C=C1)[N+](=O)[O-] (2-fluoro-5-nitrobenzoic acid). Yields the product FC1=C(C(=O)N2CCN(CC2)C2=CC=C(C=C2)C(C)=O)C=C(C=C1)[N+](=O)[O-] (1-{4-[4-(2-Fluoro-5-nitro-benzoyl)-piperazin-1-yl]-phenyl}-ethanone). As a reaction SMILES: [N:1]1([C:7]2[CH:12]=[CH:11][C:10]([C:13](=[O:15])[CH3:14])=[CH:9][CH:8]=2)[CH2:6][CH2:5][NH:4][CH2:3][CH2:2]1.[F:16][C:17]1[CH:25]=[CH:24][C:23]([N+:26]([O-:28])=[O:27])=[CH:22][C:18]=1[C:19](O)=[O:20]>>[F:16][C:17]1[CH:25]=[CH:24][C:23]([N+:26]([O-:28])=[O:27])=[CH:22][C:18]=1[C:19]([N:4]1[CH2:5][CH2:6][N:1]([C:7]2[CH:8]=[CH:9][C:10]([C:13](=[O:15])[CH3:14])=[CH:11][CH:12]=2)[CH2:2][CH2:3]1)=[O:20]. Procedure: The title compound was prepared according to the procedure described for example K step 2 from 4′-piperazino-acetophenone and 2-fluoro-5-nitrobenzoic acid (16%, yellow solid, MS (m/e): 372.1 (M+H, 100%) RXN SMILES: [F:1][C:2]1[CH:7]=[CH:6][C:5]([C:8]2[C:13]3[CH:14]=[CH:15][C:16]([N+:18]([O-])=O)=[CH:17][C:12]=3[O:11][C:10]([CH3:22])([CH3:21])[N:9]=2)=[CH:4][CH:3]=1.[Cl-].[NH4+].C(O)C>O>[F:1][C:2]1[CH:3]=[CH:4][C:5]([C:8]2[C:13]3[CH:14]=[CH:15][C:16]([NH2:18])=[CH:17][C:12]=3[O:11][C:10]([CH3:22])([CH3:21])[N:9]=2)=[CH:6][CH:7]=1 |f:1.2|. Reported procedure: A mixture of the compound obtained in (2) described above (2.2 g), reduced iron (2.0 g), ammonium chloride (780 mg), ethanol (40 mL) and water (10 mL) was heated under reflux for an hour. After cooling to room temperature, the reaction solution was filtered through Celite and the filtrate was concentrated in vacuo. Dichloromethane (50 mL) and water (50 mL) were added to the residue, and the aqueous layer was separated and extracted with dichloromethane (40 mL×2). The combined organic layer was w... Product: FC1=CC=C(C=C1)C1=NC(OC2=C1C=CC(=C2)N)(C)C (4-(4-fluorophenyl)-2,2-dimethyl-2H-1,3-benzoxazin-7-amine). The solvent is O (water). Starting materials: FC1=CC=C(C=C1)C1=NC(OC2=C1C=CC(=C2)[N+](=O)[O-])(C)C (4-(4-fluorophenyl)-2,2-dimethyl-7-nitro-2H-1,3-benzoxazine), C(C)O (ethanol), reduced iron, [Cl-].[NH4+] (ammonium chloride). Starting materials: OC=1C=C(C=O)C=C(C1O)[N+](=O)[O-] (3,4-dihydroxy-5-nitrobenzaldehyde), CN(C(CC#N)=O)C (N,N-dimethylcyanoacetamide), C(C)(=O)O.N1CCCCC1 (piperidine acetate). Solvent: C(C)O (ethanol). Yields the product CN(C(C(=CC1=CC(=C(C(=C1)[N+](=O)[O-])O)O)C#N)=O)C (N,N-Dimethyl-2-cyano-3-(3,4-dihydroxy-5-nitrophenyl)acrylamide). RXN SMILES: [OH:1][C:2]1[CH:3]=[C:4]([CH:7]=[C:8]([N+:11]([O-:13])=[O:12])[C:9]=1[OH:10])[CH:5]=O.[CH3:14][N:15]([CH3:21])[C:16](=[O:20])[CH2:17][C:18]#[N:19].C(O)(=O)C.N1CCCCC1>C(O)C>[CH3:14][N:15]([CH3:21])[C:16](=[O:20])[C:17]([C:18]#[N:19])=[CH:5][C:4]1[CH:7]=[C:8]([N+:11]([O-:13])=[O:12])[C:9]([OH:10])=[C:2]([OH:1])[CH:3]=1 |f:2.3|. Procedure details: A solution containing 1.83 g of 3,4-dihydroxy-5-nitrobenzaldehyde, 1.2 g of N,N-dimethylcyanoacetamide and catalytic amount of piperidine acetate in 40 ml of dry ethanol was refluxed over night. Yield 1.1 g (40%), m.p. 183°-185° C. Reactants: CC(=O)O, CCO, [Na+], CCCCC1(CC)CN(c2ccccc2)c2cc(Br)c(OC(C)C(=O)OCC)cc2S(=O)(=O)C1, [OH-]. Yields the product CCCCC1(CC)CN(c2ccccc2)c2cc(Br)c(OC(C)C(=O)O)cc2S(=O)(=O)C1. Reaction SMILES: [C:37]([OH:38])(=[O:39])[CH3:40].[CH3:41][CH2:42][OH:43].[Na+:2].[O:3]=[S:4]1(=[O:36])[CH2:5][C:6]([CH2:30][CH3:31])([CH2:32][CH2:33][CH2:34][CH3:35])[CH2:7][N:8]([c:24]2[cH:25][cH:26][cH:27][cH:28][cH:29]2)[c:9]2[c:10]1[cH:11][c:12]([O:16][CH:17]([CH3:18])[C:19](=[O:20])[O:21][CH2:22][CH3:23])[c:13]([Br:15])[cH:14]2.[OH-:1]>>[O:3]=[S:4]1(=[O:36])[CH2:5][C:6]([CH2:30][CH3:31])([CH2:32][CH2:33][CH2:34][CH3:35])[CH2:7][N:8]([c:24]2[cH:25][cH:26][cH:27][cH:28][cH:29]2)[c:9]2[c:10]1[cH:11][c:12]([O:16][CH:17]([CH3:18])[C:19](=[O:20])[OH:21])[c:13]([Br:15])[cH:14]2. The reactants are NC1=C(C=NN1C1=C(C=CC=C1)OC)C#N (5-amino-1-(2-methoxyphenyl)-1H-pyrazole-4-carbonitrile), FC(CNN)(F)F (1-(2,2,2-trifluoroethyl)hydrazine). The product is NC1=C(C=NN1CC(F)(F)F)C#N (5-amino-1-(2,2,2-trifluoroethyl)-1H-pyrazole-4-carbonitrile). Reaction SMILES: [NH2:1][C:2]1N(C2C=CC=CC=2OC)[N:5]=[CH:4][C:3]=1[C:15]#N.[F:17][C:18]([F:23])([F:22])[CH2:19][NH:20][NH2:21]>>[NH2:5][C:4]1[N:20]([CH2:19][C:18]([F:23])([F:22])[F:17])[N:21]=[CH:15][C:3]=1[C:2]#[N:1]. Procedure: Following the procedure for the preparation of 5-amino-1-(2-methoxyphenyl)-1H-pyrazole-4-carbonitrile but substituting 1-(2,2,2-trifluoroethyl)hydrazine provided the title compound. 400 MHz 1H NMR (CDCl3) δ 7.60 (s, 1H), 4.59 (m, 2H), 4.40 (brs, 2H). Starting materials: Clc1cc(CBr)cc(Cl)c1OCc1ccccc1, CCOC(C)=O, [H-], [Na+], CN(C)C=O, N#Cc1ccc(Nn2cnnc2)cc1. Product: N#Cc1ccc(N(Cc2cc(Cl)c(OCc3ccccc3)c(Cl)c2)n2cnnc2)cc1. Reaction SMILES: [CH2:17]([c:18]1[cH:19][cH:20][cH:21][cH:22][cH:23]1)[O:24][c:25]1[c:26]([Cl:34])[cH:27][c:28]([CH2:32][Br:33])[cH:29][c:30]1[Cl:31].[CH3:35][CH2:36][O:37][C:38](=[O:39])[CH3:40].[H-:1].[Na+:2].[O:41]=[CH:42][N:43]([CH3:44])[CH3:45].[n:3]1[n:4][cH:5][n:6]([NH:8][c:9]2[cH:10][cH:11][c:12]([C:13]#[N:14])[cH:15][cH:16]2)[cH:7]1>>[n:3]1[n:4][cH:5][n:6]([N:8]([c:9]2[cH:10][cH:11][c:12]([C:13]#[N:14])[cH:15][cH:16]2)[CH2:32][c:28]2[cH:27][c:26]([Cl:34])[c:25]([O:24][CH2:17][c:18]3[cH:19][cH:20][cH:21][cH:22][cH:23]3)[c:30]([Cl:31])[cH:29]2)[cH:7]1. Reactants: Compound 39, CC1(N(C(N(C1=O)C1=CC(=C(C=C1)NC(C)=O)C(F)(F)F)=O)CCOCCOCCSCCCC(C(F)(F)F)(F)F)C (N-[4-{4,4-dimethyl-2,5-dioxo-3-[2-(2-{2-[(4,4,5,5,5-pentafluoropentyl)sulphanyl]ethoxy}ethoxy)ethyl]imidazolidin-1-yl}-2-(trifluoromethyl)phenyl]acetamide), CC1(C(N(C(N1CCCCCCCCCSCCCC(C(F)(F)F)(F)F)=O)C1=CC(=C(C=C1)[N+](=O)[O-])C(F)(F)F)=O)C (5,5-dimethyl-3-[4-nitro-3-(trifluoromethyl)phenyl]-1-{9-[(4,4,5,5,5-pentafluoropentyl)thio]nonyl}imidazolidine-2,4-dione). Yields the product CC1(N(C(N(C1=O)C1=CC(=C(C=C1)NC(C)=O)C(F)(F)F)=O)CCOCCOCCS(=O)CCCC(C(F)(F)F)(F)F)C (N-[4-{4,4-dimethyl-2,5-dioxo-3-[2-(2-{2-[(4,4,5,5,5-pentafluoropentyl)sulphinyl]ethoxy}ethoxy)ethyl]imidazolidin-1-yl}-2-(trifluoromethyl)phenyl]acetamide). Isolated yield 75.0%. RXN SMILES: [CH3:1][C:2]1([CH3:42])[C:6](=[O:7])[N:5]([C:8]2[CH:13]=[CH:12][C:11]([NH:14][C:15](=[O:17])[CH3:16])=[C:10]([C:18]([F:21])([F:20])[F:19])[CH:9]=2)[C:4](=[O:22])[N:3]1[CH2:23][CH2:24][O:25][CH2:26][CH2:27][O:28][CH2:29][CH2:30][S:31][CH2:32][CH2:33][CH2:34][C:35]([F:41])([F:40])[C:36]([F:39])([F:38])[F:37].CC1(C)N(CCCCCCCCCSCCCC(F)(F)C(F)(F)F)C(=[O:69])N(C2C=CC([N+]([O-])=O)=C(C(F)(F)F)C=2)C1=O>>[CH3:1][C:2]1([CH3:42])[C:6](=[O:7])[N:5]([C:8]2[CH:13]=[CH:12][C:11]([NH:14][C:15](=[O:17])[CH3:16])=[C:10]([C:18]([F:20])([F:21])[F:19])[CH:9]=2)[C:4](=[O:22])[N:3]1[CH2:23][CH2:24][O:25][CH2:26][CH2:27][O:28][CH2:29][CH2:30][S:31]([CH2:32][CH2:33][CH2:34][C:35]([F:41])([F:40])[C:36]([F:37])([F:38])[F:39])=[O:69]. Reported procedure: Compound 39 described below was synthesized according to a similar method to that described in Example 2 using the compound of Example 38 as starting reagent replacing the compound of Example 1. The expected compound is obtained in the form of a pale yellow oil with a yield of 75%. The reactants are CC=1C(=NC(=CC1OC)C(=O)O)NC(=O)OC(C)(C)C (methyl 2-tert-butyloxycarbonylamino-4-methoxy-pyridin-6-carboxylic acid), CC=1C(=NC(=CC1OC)C(=O)O)NC(=O)OC(C)(C)C (methyl 2-tert-butyloxycarbonylamino-4-methoxy-pyridin-6-carboxylic acid), C(=O)O (formic acid). Reaction conditions: temperature 40 celsius. The product is CC=1C(NC=CC1OC)(C(=O)O)N (Methyl 2-amino-4-methoxy-picolinic acid). Reaction SMILES: [CH3:1][C:2]1[C:3]([NH:13]C(OC(C)(C)C)=O)=[N:4][C:5](C(O)=O)=[CH:6][C:7]=1[O:8][CH3:9].[CH:21]([OH:23])=[O:22]>>[CH3:1][C:2]1[C:3]([NH2:13])([C:21]([OH:23])=[O:22])[NH:4][CH:5]=[CH:6][C:7]=1[O:8][CH3:9]. Reported procedure: 2.87 g of methyl 2-tert-butyloxycarbonylamino-4-methoxy-pyridin-6-carboxylic acid (compound D3) are dissolved in 72 ml of formic acid. Subsequently, the solution is warmed to 40° C. for 2.5 h. After completion of the reaction, the solution is concentrated in vacuum and coevaporated with toluene. The remaining residue is redissolved in 150 ml of dichloromethane and extracted three times each with 50 ml of sat sodium hydrogencarbonate solution. The organic layer is dried using sodium sulphate, fil...